From a dataset of the Open Reaction Database (ORD), a public repository of structured organic reaction records. describe an organic reaction: reactants, conditions, products, and yield The reactants are C(C)N(C(C)C)C(C)C (N-Ethyl-N-isopropylpropan-2-amine), O (water), FC(C(=O)O)(F)F (Trifluoroacetic acid), O=C(CC[C@@H](C(=O)OC(C)(C)C)NC(CCC=C)=O)SC1=CC=CC=C1 ((S)-tert-butyl 5-oxo-2-(pent-4-enamido)-5-(phenylthio)pentanoate). Run in BrCC#N (2-bromoacetonitrile), ClCCl (dichloromethane). Reaction conditions: time 3 hour. Yields the product O=C(CC[C@@H](C(=O)OCC#N)NC(CCC=C)=O)SC1=CC=CC=C1 ((S)-cyanomethyl 5-oxo-2-(pent-4-enamido)-5-(phenylthio)pentanoate). Yield: 77.3%. RXN SMILES: FC(F)(F)C(O)=O.[O:8]=[C:9]([S:27][C:28]1[CH:33]=[CH:32][CH:31]=[CH:30][CH:29]=1)[CH2:10][CH2:11][C@H:12]([NH:20][C:21](=[O:26])[CH2:22][CH2:23][CH:24]=[CH2:25])[C:13]([O:15][C:16](C)(C)[CH3:17])=[O:14].C([N:36](C(C)C)C(C)C)C.O>ClCCl.BrCC#N>[O:8]=[C:9]([S:27][C:28]1[CH:33]=[CH:32][CH:31]=[CH:30][CH:29]=1)[CH2:10][CH2:11][C@H:12]([NH:20][C:21](=[O:26])[CH2:22][CH2:23][CH:24]=[CH2:25])[C:13]([O:15][CH2:16][C:17]#[N:36])=[O:14]. Reported procedure: Trifluoroacetic acid (3.85 ml, 51.8 mmol) was added to a solution of (S)-tert-butyl 5-oxo-2-(pent-4-enamido)-5-(phenylthio)pentanoate (Compound 1e-IIF) (978 mg, 2.59 mmol) in dichloromethane (6.74 ml), and the mixture was stirred at room temperature for 3 hours. The reaction mixture was then concentrated under reduced pressure. N-Ethyl-N-isopropylpropan-2-amine (1.30 ml, 7.47 mmol) was added to a solution of the resulting residue in 2-bromoacetonitrile (8 ml), and the mixture was stirred at room... The reactants are C(C)[C@H]1OC2=C(N(C1=O)C(C)C)C=CC(=C2)C(=O)O ((R)-2-ethyl-4-(2-propyl)-3-oxo-3,4-dihydro-2H-1,4-benzoxazine-7-carboxylic acid), S(=O)(Cl)Cl (thionyl chloride). Yields the product C(C)[C@H]1OC2=C(N(C1=O)C(C)C)C=CC(=C2)C(=O)Cl ((R)-2-ethyl-4-(2-propyl)-3-oxo-3,4-dihydro-2H-1,4-benzoxazine-7-carbonyl chloride). RXN SMILES: [CH2:1]([C@@H:3]1[C:8](=[O:9])[N:7]([CH:10]([CH3:12])[CH3:11])[C:6]2[CH:13]=[CH:14][C:15]([C:17]([OH:19])=O)=[CH:16][C:5]=2[O:4]1)[CH3:2].S(Cl)([Cl:22])=O>>[CH2:1]([C@@H:3]1[C:8](=[O:9])[N:7]([CH:10]([CH3:12])[CH3:11])[C:6]2[CH:13]=[CH:14][C:15]([C:17]([Cl:22])=[O:19])=[CH:16][C:5]=2[O:4]1)[CH3:2]. Procedure details: A mixture of (R)-2-ethyl-4-(2-propyl)-3-oxo-3,4-dihydro-2H-1,4-benzoxazine-7-carboxylic acid (1.60 g) in thionyl chloride (30 ml) was stirred under reflux for 2 hours. Thionyl chloride was distilled off under reduced pressure to give (R)-2-ethyl-4-(2-propyl)-3-oxo-3,4-dihydro-2H-1,4-benzoxazine-7-carbonyl chloride (1.70 g). Starting materials: FC1=CC=C2C(=C(N(C2=C1)C)C(=O)OC)C(CC(=O)OC)=O (methyl 3-[6-fluoro-2-(methoxycarbonyl)-1-methyl-1H-indol-3-yl]-3-oxopropanoate), ClC(CC(=O)OC)=O (methyl 3-chloro-3-oxo-propanoate). Reagents/catalysts: [Ti](Cl)(Cl)(Cl)Cl (titanium tetrachloride). The solvent is ClCCCl (1,2-dichloro-ethane). Conditions: time 30 minute. Product: FC1=CC=C2C=C(N(C2=C1)C)C(=O)OC (methyl 6-fluoro-1-methyl-1H-indole-2-carboxylate). Yield: 10.0%. As a reaction SMILES: [F:1][C:2]1[CH:10]=[C:9]2[C:5]([C:6](C(=O)CC(OC)=O)=[C:7]([C:12]([O:14][CH3:15])=[O:13])[N:8]2[CH3:11])=[CH:4][CH:3]=1.ClC(=O)CC(OC)=O>ClCCCl.[Ti](Cl)(Cl)(Cl)Cl>[F:1][C:2]1[CH:10]=[C:9]2[C:5]([CH:6]=[C:7]([C:12]([O:14][CH3:15])=[O:13])[N:8]2[CH3:11])=[CH:4][CH:3]=1. Procedure details: A 60% suspension of 7.9 g (197 mmol) of sodium hydride (washed with petroleum ether beforehand) and 36.1 g (176 mmol) of methyl 6-fluoro-1H-indole-2-carboxylate (containing 10 to 20% of ethyl 6-fluoro-1H-indole-2-carboxylate) in 250 ml of N,N-dimethylformamide is stirred at ambient temperature for 2 h. Then 12 ml (193 mmol) of iodomethane in 50 ml of N,N-dimethylformamide are added and the mixture is stirred at ambient temperature for 12 h. The contents are poured into an ice/water mixture. Dich... Starting materials: Cl.CC1(CNC1)O (3-methylazetidin-3-ol hydrochloride), resultant mixture, C(C)(C)(C)OC(=O)N[C@H](C(=O)O)C(C)C ((S)-2-(Tert-butoxycarbonylamino)-3-methylbutanoic acid), CN(C)C(=[N+](C)C)ON1C2=C(C=CC=C2)N=N1.[B-](F)(F)(F)F (TBTU), CN1CCOCC1 (NMM). Run in CN(C)C=O (DMF). Reaction conditions: time 30 minute. The product is OC1(CN(C1)C([C@H](C(C)C)NC(OC(C)(C)C)=O)=O)C ((S)-Tert-butyl 1-(3-hydroxy-3-methylazetidin-1-yl)-3-methyl-1-oxobutan-2-ylcarbamate). The yield is 100.2%. Reaction SMILES: [C:1]([O:5][C:6]([NH:8][C@@H:9]([CH:13]([CH3:15])[CH3:14])[C:10]([OH:12])=O)=[O:7])([CH3:4])([CH3:3])[CH3:2].CN(C(ON1N=NC2C=CC=CC1=2)=[N+](C)C)C.[B-](F)(F)(F)F.CN1CCOCC1.Cl.[CH3:46][C:47]1([OH:51])[CH2:50][NH:49][CH2:48]1>CN(C=O)C>[OH:51][C:47]1([CH3:46])[CH2:50][N:49]([C:10](=[O:12])[C@@H:9]([NH:8][C:6](=[O:7])[O:5][C:1]([CH3:2])([CH3:3])[CH3:4])[CH:13]([CH3:15])[CH3:14])[CH2:48]1 |f:1.2,4.5|. Procedure details: (S)-2-(Tert-butoxycarbonylamino)-3-methylbutanoic acid (5.30 g, 24.4 mmol), and TBTU (9.40 g, 29.3 mmol) was mixed in DMF (50 mL). To the mixture was NMM (6.70 mL, 60.99 mmol) added. After 30 min at rt was 3-methylazetidin-3-ol hydrochloride (3.01 g, 24.39 mmol) added. The resultant mixture was stirred at rt over night. The mixture was concentrated and the residue dissolved in DCM (200 mL). The organic phase was washed with NaHCO3 (saturated, 2×150 mL) and brine (150 mL), filtered through a phas... Starting materials: CC#N, ClCCCCCl, [Na+], [Na+], O=C([O-])[O-], c1cnc(N2CCNCC2)nc1. Product: [Cl-], c1cnc(N2CC[N+]3(CCCC3)CC2)nc1. As a reaction SMILES: [CH3:25][C:26]#[N:27].[Cl:13][CH2:14][CH2:15][CH2:16][CH2:17][Cl:18].[Na+:19].[Na+:20].[O-:21][C:22](=[O:23])[O-:24].[n:1]1[c:2]([N:7]2[CH2:8][CH2:9][NH:10][CH2:11][CH2:12]2)[n:3][cH:4][cH:5][cH:6]1>>[Cl-:13].[n:1]1[c:2]([N:7]2[CH2:8][CH2:9][N+:10]3([CH2:11][CH2:12]2)[CH2:14][CH2:15][CH2:16][CH2:17]3)[n:3][cH:4][cH:5][cH:6]1. The reactants are FC1=C(C=CC(=C1F)O)C1=NC=C(C=N1)C=1C=NC(=CC1)OCCCCCCCC (2-(2,3-difluoro-4-hydroxyphenyl)-5-(6-octyloxypyridin-3-yl)pyrimidine), BrCCCCCC (1-bromohexane). Yields the product FC1=C(C=CC(=C1F)OCCCCCC)C1=NC=C(C=N1)C=1C=NC(=CC1)OCCCCCCCC (2-(2,3-difluoro-4-hexyloxyphenyl)-5-(6-octyloxypyridin-3-yl)pyrimidine). The yield is 73.0%. Reaction SMILES: [F:1][C:2]1[C:7]([F:8])=[C:6]([OH:9])[CH:5]=[CH:4][C:3]=1[C:10]1[N:15]=[CH:14][C:13]([C:16]2[CH:17]=[N:18][C:19]([O:22][CH2:23][CH2:24][CH2:25][CH2:26][CH2:27][CH2:28][CH2:29][CH3:30])=[CH:20][CH:21]=2)=[CH:12][N:11]=1.Br[CH2:32][CH2:33][CH2:34][CH2:35][CH2:36][CH3:37]>>[F:1][C:2]1[C:7]([F:8])=[C:6]([O:9][CH2:32][CH2:33][CH2:34][CH2:35][CH2:36][CH3:37])[CH:5]=[CH:4][C:3]=1[C:10]1[N:15]=[CH:14][C:13]([C:16]2[CH:17]=[N:18][C:19]([O:22][CH2:23][CH2:24][CH2:25][CH2:26][CH2:27][CH2:28][CH2:29][CH3:30])=[CH:20][CH:21]=2)=[CH:12][N:11]=1. Reported procedure: The etherification of 2.4 mmol of 2-(2,3-difluoro-4-hydroxyphenyl)-5-(6-octyloxypyridin-3-yl)pyrimidine using 2.7 mmol of 1-bromohexane is carried out analogously to the procedure indicated in Example 3. Corresponding purification gives 0.88 g (73%) of colorless crystals, X 81.5 S3 75.5 SC 165.6 SA 174 I. Reactants: FC(C=1C=C(C(=O)Cl)C=C(C1)C(F)(F)F)(F)F (3,5-bis(trifluoromethyl)benzoyl chloride), C1(=CC=CC=C1)C[C@@H]1NCC[C@H](C1)N1CCC(CC1)N1C(NC2=C1C=CC=C2)=O ((±)-trans-1,3-dihydro-1-[1-[2-(phenylmethyl)-4-piperidinyl]-4-piperidinyl]-2H-benzimidazol-2-one). Yields the product FC(C=1C=C(C(=O)N2[C@H](C[C@@H](CC2)N2CCC(CC2)N2C(NC3=C2C=CC=C3)=O)CC3=CC=CC=C3)C=C(C1)C(F)(F)F)(F)F ((±)-trans-1-[3,5-bis(trifluoromethyl)benzoyl]-4-[4-(2,3-dihydro-2-oxo-1H-benzimidazol-1-yl)-1-piperidinyl]-2-(phenylmethyl)piperidine). Reaction SMILES: [F:1][C:2]([F:17])([F:16])[C:3]1[CH:4]=[C:5]([CH:9]=[C:10]([C:12]([F:15])([F:14])[F:13])[CH:11]=1)[C:6](Cl)=[O:7].[C:18]1([CH2:24][C@H:25]2[CH2:30][C@H:29]([N:31]3[CH2:36][CH2:35][CH:34]([N:37]4[C:41]5[CH:42]=[CH:43][CH:44]=[CH:45][C:40]=5[NH:39][C:38]4=[O:46])[CH2:33][CH2:32]3)[CH2:28][CH2:27][NH:26]2)[CH:23]=[CH:22][CH:21]=[CH:20][CH:19]=1>>[F:1][C:2]([F:17])([F:16])[C:3]1[CH:4]=[C:5]([CH:9]=[C:10]([C:12]([F:15])([F:14])[F:13])[CH:11]=1)[C:6]([N:26]1[CH2:27][CH2:28][C@@H:29]([N:31]2[CH2:36][CH2:35][CH:34]([N:37]3[C:41]4[CH:42]=[CH:43][CH:44]=[CH:45][C:40]=4[NH:39][C:38]3=[O:46])[CH2:33][CH2:32]2)[CH2:30][C@@H:25]1[CH2:24][C:18]1[CH:23]=[CH:22][CH:21]=[CH:20][CH:19]=1)=[O:7]. Reported procedure: Using the same reaction procedure as described in example B5, 3,5-bis(trifluoromethyl)benzoyl chloride was reacted with intermediate 8 to form (±)-trans-1-[3,5-bis(trifluoromethyl)benzoyl]-4-[4-(2,3-dihydro-2-oxo-1H-benzimidazol-1-yl)-1-piperidinyl]-2-(phenylmethyl)piperidine (compound 43, mp. 156.1° C.).